describe an organic reaction: reactants, conditions, products, and yield From a dataset of the Open Reaction Database (ORD), a public repository of structured organic reaction records. Starting materials: C(C)(C)(C)OC(=O)N1CCC(CC1)N(CCC)C (4-(methyl-propyl-amino)-piperidine-1-carboxylic acid tert-butyl ester), Cl (HCl). Run in CCOC(=O)C (AcOEt). Run at time 16 hour. The product is CN(CCC)C1CCNCC1 (methyl-piperidin-4-yl-propyl-amine). Isolated yield 135.8%. RXN SMILES: C(OC([N:8]1[CH2:13][CH2:12][CH:11]([N:14]([CH3:18])[CH2:15][CH2:16][CH3:17])[CH2:10][CH2:9]1)=O)(C)(C)C.Cl>CCOC(C)=O>[CH3:18][N:14]([CH:11]1[CH2:10][CH2:9][NH:8][CH2:13][CH2:12]1)[CH2:15][CH2:16][CH3:17]. Procedure: To a solution of 4-(methyl-propyl-amino)-piperidine-1-carboxylic acid tert-butyl ester (106 mg, 0.41 mmol) in AcOEt (10 ml) was added 3N HCl (4 ml). The reaction mixture was stirred for 16 hrs at RT. The solvent was removed under reduced pressure to give the desired methyl-piperidin-4-yl-propyl-amine (87 mg, 92% yield).